This data is from the Open Reaction Database (ORD), a public repository of structured organic reaction records. The task is: describe an organic reaction: reactants, conditions, products, and yield Starting materials: O=Cc1cccc(-c2c(C(=O)c3ccccc3)cnc3c(C(F)(F)F)cccc23)c1, COc1ccc(CN)cc1. Yields the product COc1ccc(CNCc2cccc(-c3c(C(=O)c4ccccc4)cnc4c(C(F)(F)F)cccc34)c2)cc1. Reaction SMILES: [C:1]([c:2]1[cH:3][cH:4][cH:5][cH:6][cH:7]1)(=[O:8])[c:9]1[cH:10][n:11][c:12]2[c:13]([C:27]([F:28])([F:29])[F:30])[cH:14][cH:15][cH:16][c:17]2[c:18]1-[c:19]1[cH:20][c:21]([CH:22]=[O:23])[cH:24][cH:25][cH:26]1.[CH3:31][O:32][c:33]1[cH:34][cH:35][c:36]([CH2:37][NH2:38])[cH:39][cH:40]1>>[C:1]([c:2]1[cH:3][cH:4][cH:5][cH:6][cH:7]1)(=[O:8])[c:9]1[cH:10][n:11][c:12]2[c:13]([C:27]([F:28])([F:29])[F:30])[cH:14][cH:15][cH:16][c:17]2[c:18]1-[c:19]1[cH:20][c:21]([CH2:22][NH:38][CH2:37][c:36]2[cH:35][cH:34][c:33]([O:32][CH3:31])[cH:40][cH:39]2)[cH:24][cH:25][cH:26]1.